This data is from the Open Reaction Database (ORD), a public repository of structured organic reaction records. The task is: describe an organic reaction: reactants, conditions, products, and yield Reactants: C(C)OC(=O)CC=1C=C(C=CC1)C1=C(C=CC=C1C=O)OCC1=CC=2C(CCC(C2C=C1)(C)C)(C)C (3'-Ethoxycarbonylmethyl-2-(5,6,7,8-tetrahydro-5,5,8,8 -tetramethyl-2-naphthalenyl)methoxy-1,1'-biphenyl-6-carboxaldehyde), [O-]S(=O)(=O)C(F)(F)F (triflate). Product: C(C)OC(=O)CC=1C=C(C=CC1)C1=C(C=CC=C1C(=O)O)OCC1=CC=2C(CCC(C2C=C1)(C)C)(C)C (3'ethoxycarbonylmethyl-2-(5,6,7,8-tetrahydro-5,5,8,8-tetramethyl-2-naphthalenyl)methoxy-1,1'-biphenyl-6-carboxylic acid). Reaction SMILES: [CH2:1]([O:3][C:4]([CH2:6][C:7]1[CH:8]=[C:9]([C:13]2[C:18]([CH:19]=[O:20])=[CH:17][CH:16]=[CH:15][C:14]=2[O:21][CH2:22][C:23]2[CH:32]=[CH:31][C:30]3[C:29]([CH3:34])([CH3:33])[CH2:28][CH2:27][C:26]([CH3:36])([CH3:35])[C:25]=3[CH:24]=2)[CH:10]=[CH:11][CH:12]=1)=[O:5])[CH3:2].[O-:37]S(C(F)(F)F)(=O)=O>>[CH2:1]([O:3][C:4]([CH2:6][C:7]1[CH:8]=[C:9]([C:13]2[C:18]([C:19]([OH:37])=[O:20])=[CH:17][CH:16]=[CH:15][C:14]=2[O:21][CH2:22][C:23]2[CH:32]=[CH:31][C:30]3[C:29]([CH3:34])([CH3:33])[CH2:28][CH2:27][C:26]([CH3:35])([CH3:36])[C:25]=3[CH:24]=2)[CH:10]=[CH:11][CH:12]=1)=[O:5])[CH3:2]. Reported procedure: 3'-Ethoxycarbonylmethyl-2-(5,6,7,8-tetrahydro-5,5,8,8 -tetramethyl-2-naphthalenyl)methoxy-1,1'-biphenyl-6-carboxaldehyde (16q) (0.394 g., 0.84 mmol) obtained above (as a mixture with triflate 20a) is oxidized via the method of Example 4 to yield 3'ethoxycarbonylmethyl-2-(5,6,7,8-tetrahydro-5,5,8,8-tetramethyl-2-naphthalenyl)methoxy-1,1'-biphenyl-6-carboxylic acid (0.210 g., 0.43 mmol, 25% overall from triflate 20a): chromatographed on silica gel using methanol/CH2Cl2 to afford a yellow oil; 1H N... The reactants are CCOC(=O)N=S(C)(=O)c1cccc(CBr)c1, O=C([O-])[O-], CC(C)=O, COc1cc2c(NC(C)C)ncnc2cc1O, [Cs+], [Cs+]. Product: CCOC(=O)N=S(C)(=O)c1cccc(COc2cc3ncnc(NC(C)C)c3cc2OC)c1. RXN SMILES: [Br:18][CH2:19][c:20]1[cH:21][c:22]([S:26](=[O:27])(=[N:28][C:29](=[O:30])[O:31][CH2:32][CH3:33])[CH3:34])[cH:23][cH:24][cH:25]1.[C:35](=[O:36])([O-:37])[O-:38].[CH3:41][C:42](=[O:43])[CH3:44].[CH:1]([CH3:2])([CH3:3])[NH:4][c:5]1[n:6][cH:7][n:8][c:9]2[cH:10][c:11]([OH:17])[c:12]([O:15][CH3:16])[cH:13][c:14]12.[Cs+:39].[Cs+:40]>>[CH:1]([CH3:2])([CH3:3])[NH:4][c:5]1[n:6][cH:7][n:8][c:9]2[cH:10][c:11]([O:17][CH2:19][c:20]3[cH:21][c:22]([S:26](=[O:27])(=[N:28][C:29](=[O:30])[O:31][CH2:32][CH3:33])[CH3:34])[cH:23][cH:24][cH:25]3)[c:12]([O:15][CH3:16])[cH:13][c:14]12. The reactants are C1CCNCC1, CCO, Cn1c(COc2ccc(C=O)cc2)nc2cccnc21, O=C1CSC(=O)N1. Yields the product Cn1c(COc2ccc(C=C3SC(=O)NC3=O)cc2)nc2cccnc21. As a reaction SMILES: [CH2:28]1[CH2:29][CH2:30][NH:31][CH2:32][CH2:33]1.[CH3:34][CH2:35][OH:36].[CH:1](=[O:2])[c:3]1[cH:4][cH:5][c:6]([O:7][CH2:8][c:9]2[n:10]([CH3:18])[c:11]3[n:12][cH:13][cH:14][cH:15][c:16]3[n:17]2)[cH:19][cH:20]1.[S:21]1[C:22](=[O:27])[NH:23][C:24](=[O:26])[CH2:25]1>>[CH:1]([c:3]1[cH:4][cH:5][c:6]([O:7][CH2:8][c:9]2[n:10]([CH3:18])[c:11]3[n:12][cH:13][cH:14][cH:15][c:16]3[n:17]2)[cH:19][cH:20]1)=[C:25]1[S:21][C:22](=[O:27])[NH:23][C:24]1=[O:26]. Reactants: O=C(OCc1ccccc1)N1CC2CN(c3cnc(Cl)c(Cl)c3)C2C1, O=C(O)C(F)(F)F. Yields the product Clc1cc(N2CC3CNCC32)cnc1Cl. RXN SMILES: [Cl:1][c:2]1[cH:3][c:4]([N:9]2[CH:10]3[CH2:11][N:12]([C:16]([O:17][CH2:18][c:19]4[cH:20][cH:21][cH:22][cH:23][cH:24]4)=[O:25])[CH2:13][CH:14]3[CH2:15]2)[cH:5][n:6][c:7]1[Cl:8].[OH:26][C:27]([C:28]([F:29])([F:30])[F:31])=[O:32]>>[Cl:1][c:2]1[cH:3][c:4]([N:9]2[CH:10]3[CH2:11][NH:12][CH2:13][CH:14]3[CH2:15]2)[cH:5][n:6][c:7]1[Cl:8]. The reactants are BrCCC1OCCO1, N, [Na+], CN(C)C=O, O, Cc1ccc(S(=O)[O-])cc1. Yields the product Cc1ccc(S(=O)(=O)CCC2OCCO2)cc1. As a reaction SMILES: [Br:13][CH2:14][CH2:15][CH:16]1[O:17][CH2:18][CH2:19][O:20]1.[NH3:21].[Na+:12].[O:22]=[CH:23][N:24]([CH3:25])[CH3:26].[OH2:1].[c:2]1([CH3:11])[cH:3][cH:4][c:5]([S:8](=[O:9])[O-:10])[cH:6][cH:7]1>>[c:2]1([CH3:11])[cH:3][cH:4][c:5]([S:8](=[O:9])(=[O:10])[CH2:14][CH2:15][CH:16]2[O:17][CH2:18][CH2:19][O:20]2)[cH:6][cH:7]1. Starting materials: Cc1cc(COc2ccc(S(=O)(=O)Cl)cc2)c2ccccc2n1, Cl, NC1CCCC1C(=O)O. Product: Cc1cc(COc2ccc(S(=O)(=O)NC3CCCC3C(=O)O)cc2)c2ccccc2n1. Reaction SMILES: [CH3:11][c:12]1[n:13][c:14]2[cH:15][cH:16][cH:17][cH:18][c:19]2[c:20]([CH2:22][O:23][c:24]2[cH:25][cH:26][c:27]([S:30](=[O:31])(=[O:32])[Cl:33])[cH:28][cH:29]2)[cH:21]1.[ClH:10].[NH2:1][CH:2]1[CH:3]([C:7](=[O:8])[OH:9])[CH2:4][CH2:5][CH2:6]1>>[NH:1]([CH:2]1[CH:3]([C:7](=[O:8])[OH:9])[CH2:4][CH2:5][CH2:6]1)[S:30]([c:27]1[cH:26][cH:25][c:24]([O:23][CH2:22][c:20]2[c:19]3[c:14]([n:13][c:12]([CH3:11])[cH:21]2)[cH:15][cH:16][cH:17][cH:18]3)[cH:29][cH:28]1)(=[O:31])=[O:32].